Dataset: the Open Reaction Database (ORD), a public repository of structured organic reaction records. Task: describe an organic reaction: reactants, conditions, products, and yield Reactants: CCOC(=O)COc1c(C(=O)OC)sc(-c2cccc(NC3CCN(C(=O)OC(C)(C)C)CC3)c2)c1Br, CCOC(C)=O, CO, Cl. The product is Cl, CCOC(=O)COc1c(C(=O)OC)sc(-c2cccc(NC3CCNCC3)c2)c1Br. As a reaction SMILES: [C:1]([O:2][C:3](=[O:4])[N:8]1[CH2:9][CH2:10][CH:11]([NH:14][c:15]2[cH:16][c:17](-[c:21]3[s:22][c:23]([C:34](=[O:35])[O:36][CH3:37])[c:24]([O:27][CH2:28][C:29](=[O:30])[O:31][CH2:32][CH3:33])[c:25]3[Br:26])[cH:18][cH:19][cH:20]2)[CH2:12][CH2:13]1)([CH3:5])([CH3:6])[CH3:7].[CH3:39][CH2:40][O:41][C:42]([CH3:43])=[O:44].[CH3:45][OH:46].[ClH:38]>>[ClH:38].[NH:8]1[CH2:9][CH2:10][CH:11]([NH:14][c:15]2[cH:16][c:17](-[c:21]3[s:22][c:23]([C:34](=[O:35])[O:36][CH3:37])[c:24]([O:27][CH2:28][C:29](=[O:30])[O:31][CH2:32][CH3:33])[c:25]3[Br:26])[cH:18][cH:19][cH:20]2)[CH2:12][CH2:13]1. The reactants are CN(C=1C=C(C=CC1)O)C (3-dimethylaminophenol), [H-].[Na+] (sodium hydride), [I-].[K+] (potassium iodide), BrC(C(=O)OC)C1=CC=C(C=C1)OCCOC1=CC=C(C=C1)Cl (methyl bromo{p-[2-(p-chlorophenoxy)ethoxy]phenyl}acetate). Solvent: O1CCCC1 (tetrahydrofuran), CN(P(=O)(N(C)C)N(C)C)C (hexamethylphosphoramide). Product: COC(C(C1=CC=C(C=C1)OCCOC1=CC=C(C=C1)Cl)OC1=CC(=CC=C1)N(C)C)=O (Methyl(m-dimethylaminophenoxy){p-[2-(p-chlorophenoxy)ethoxy]phenyl}acetate). The yield is 91.6%. RXN SMILES: [CH3:1][N:2]([CH3:10])[C:3]1[CH:4]=[C:5]([OH:9])[CH:6]=[CH:7][CH:8]=1.[H-].[Na+].[I-].[K+].Br[CH:16]([C:21]1[CH:26]=[CH:25][C:24]([O:27][CH2:28][CH2:29][O:30][C:31]2[CH:36]=[CH:35][C:34]([Cl:37])=[CH:33][CH:32]=2)=[CH:23][CH:22]=1)[C:17]([O:19][CH3:20])=[O:18]>O1CCCC1.CN(C)P(N(C)C)(N(C)C)=O>[CH3:20][O:19][C:17](=[O:18])[CH:16]([O:9][C:5]1[CH:6]=[CH:7][CH:8]=[C:3]([N:2]([CH3:10])[CH3:1])[CH:4]=1)[C:21]1[CH:22]=[CH:23][C:24]([O:27][CH2:28][CH2:29][O:30][C:31]2[CH:32]=[CH:33][C:34]([Cl:37])=[CH:35][CH:36]=2)=[CH:25][CH:26]=1 |f:1.2,3.4|. Reported procedure: As described in Example 5, a mixture of 2.74 g of 3-dimethylaminophenol, 0.80 g of 60% sodium hydride-oil dispersion, 3.32 g of potassium iodide, one ml of hexamethylphosphoramide and 8.0 g of methyl bromo{p-[2-(p-chlorophenoxy)ethoxy]phenyl}acetate in 70 ml of tetrahydrofuran is refluxed for 18 hours and worked up to give 8.34 g of a gum. The gum is chromatographed on silica gel with dichloromethane as eluent to give 6.8 g of solid. Trituration with hexane-ether gives 3.50 g of crystals. Recrys... Reactants: C(C)(=O)OC1C=2N(C3=C(C(=N1)C1=CC=CC=C1)C=C(C=C3)Cl)N=C(N2)C(=O)N (4-acetoxy-8-chloro-6-phenyl-4H-s-triazolo[1,5-a][1,4]benzodiazepine-2-carboxamide). The reagents and catalysts are S(O)(O)(=O)=O (sulfuric acid). Run in CO (methanol). The product is ClC=1C=CC2=C(C(=NC(C=3N2N=C(N3)C(=O)N)OC)C3=CC=CC=C3)C1 (8-chloro-4-methoxy-6-phenyl-4H-s-triazolo[1,5-a][1,4]benzodiazepine-2-carboxamide). As a reaction SMILES: [C:1]([O:4][CH:5]1[N:11]=[C:10]([C:12]2[CH:17]=[CH:16][CH:15]=[CH:14][CH:13]=2)[C:9]2[CH:18]=[C:19]([Cl:22])[CH:20]=[CH:21][C:8]=2[N:7]2[N:23]=[C:24]([C:26]([NH2:28])=[O:27])[N:25]=[C:6]12)(=O)C>S(=O)(=O)(O)O.CO>[Cl:22][C:19]1[CH:20]=[CH:21][C:8]2[N:7]3[N:23]=[C:24]([C:26]([NH2:28])=[O:27])[N:25]=[C:6]3[CH:5]([O:4][CH3:1])[N:11]=[C:10]([C:12]3[CH:13]=[CH:14][CH:15]=[CH:16][CH:17]=3)[C:9]=2[CH:18]=1. Procedure details: To a solution of 0.396 g. of 4-acetoxy-8-chloro-6-phenyl-4H-s-triazolo[1,5-a][1,4]benzodiazepine-2-carboxamide in 10 ml. of methanol are added two drops of concentrated sulfuric acid, and the mixture was refluxed for 5 minutes, followed by evaporation of methanol. The residue is neutralized with saturated aqueous sodium bicarbonate solution and the precipitated crystals are collected by filtration, washed with water and dried to obtain 8-chloro-4-methoxy-6-phenyl-4H-s-triazolo[1,5-a][1,4]benzodi... Reactants: NC1=C(C=C(C=C1)C(CBr)=O)S(=O)(=O)N (2-amino-5-(2-bromoacetyl)benzenesulphonamide), CC(CCC1=CC=CC=C1)NCC1=CC=CC=C1 (N-(1-methyl-3-phenylpropyl)-N-(phenylmethyl) amine), C1C(C)O1 (propylene oxide). Solvent: CC(CC)=O (2-butanone). Product: NC1=C(C=C(C=C1)C(CN(CC1=CC=CC=C1)C(CCC1=CC=CC=C1)C)O)S(=O)(=O)N (2-Amino-5-[1-hydroxy-2-[N-(1-methyl-3-phenylpropyl)-N-(phenylmethyl)amino]ethyl]benzenesulphonamide). Reaction SMILES: [NH2:1][C:2]1[CH:7]=[CH:6][C:5]([C:8](=[O:11])[CH2:9]Br)=[CH:4][C:3]=1[S:12]([NH2:15])(=[O:14])=[O:13].[CH3:16][CH:17]([NH:26][CH2:27][C:28]1[CH:33]=[CH:32][CH:31]=[CH:30][CH:29]=1)[CH2:18][CH2:19][C:20]1[CH:25]=[CH:24][CH:23]=[CH:22][CH:21]=1.C1OC1C>CC(=O)CC>[NH2:1][C:2]1[CH:7]=[CH:6][C:5]([CH:8]([OH:11])[CH2:9][N:26]([CH:17]([CH3:16])[CH2:18][CH2:19][C:20]2[CH:25]=[CH:24][CH:23]=[CH:22][CH:21]=2)[CH2:27][C:28]2[CH:33]=[CH:32][CH:31]=[CH:30][CH:29]=2)=[CH:4][C:3]=1[S:12]([NH2:15])(=[O:14])=[O:13]. Procedure details: A solution of 2-amino-5-(2-bromoacetyl)benzenesulphonamide (0.5 g), N-(1-methyl-3-phenylpropyl)-N-(phenylmethyl) amine (0.45 g) and propylene oxide (2.5 ml) in 2-butanone (30 ml) was heated under reflux for 3 hours. The solution was then concentrated to a red-brown oil (0.7 g) which was dissolved in absolute ethanol (30 ml) and treated with sodium borohydride (258 mg) at room temperature during 2 hours. Excess borohydride was then destroyed with 2N hydrochloric acid and the ethanol was removed u... The reactants are O=S(=O)(Cl)c1ccc(Br)cc1, C1CCNCC1, CCN(C(C)C)C(C)C, C1CCOC1. The product is O=S(=O)(c1ccc(Br)cc1)N1CCCCC1. RXN SMILES: [Br:16][c:17]1[cH:18][cH:19][c:20]([S:23](=[O:24])(=[O:25])[Cl:26])[cH:21][cH:22]1.[CH2:10]1[CH2:11][CH2:12][NH:13][CH2:14][CH2:15]1.[CH:1]([N:2]([CH:3]([CH3:4])[CH3:5])[CH2:6][CH3:7])([CH3:8])[CH3:9].[O:27]1[CH2:28][CH2:29][CH2:30][CH2:31]1>>[CH2:10]1[CH2:11][CH2:12][N:13]([S:23]([c:20]2[cH:19][cH:18][c:17]([Br:16])[cH:22][cH:21]2)(=[O:24])=[O:25])[CH2:14][CH2:15]1. Starting materials: NC1C=2N(C3=C(C(=N1)C1=C(C=CC=C1)Cl)C=C(S3)CC)C(=NN2)C2CCCCC2 (6-Amino-4-(2-chlorophenyl)-9-cyclohexyl-2-ethyl-6H-thieno[3,2-f][1,2,4]triazolo[4,3-a][1,4]diazepine), COC1=CC=C(C=C1)N=C=O (4-methoxyphenyl isocyanate). Run in C(Cl)(Cl)Cl (chloroform). Run at time 30 minute. The product is ClC1=C(C=CC=C1)C1=NC(C=2N(C3=C1C=C(S3)CC)C(=NN2)C2CCCCC2)NC(=O)NC2=CC=C(C=C2)OC (N-(4-(2-chlorophenyl)-9-cyclohexyl-2-ethyl-6H-thieno[3,2-f][1,2,4]triazolo[4,3-a][1,4]diazepin-6-yl)-N'-(4-methoxyphenyl)urea). Reaction SMILES: [NH2:1][CH:2]1[N:8]=[C:7]([C:9]2[CH:14]=[CH:13][CH:12]=[CH:11][C:10]=2[Cl:15])[C:6]2[CH:16]=[C:17]([CH2:19][CH3:20])[S:18][C:5]=2[N:4]2[C:21]([CH:24]3[CH2:29][CH2:28][CH2:27][CH2:26][CH2:25]3)=[N:22][N:23]=[C:3]12.[CH3:30][O:31][C:32]1[CH:37]=[CH:36][C:35]([N:38]=[C:39]=[O:40])=[CH:34][CH:33]=1>C(Cl)(Cl)Cl>[Cl:15][C:10]1[CH:11]=[CH:12][CH:13]=[CH:14][C:9]=1[C:7]1[C:6]2[CH:16]=[C:17]([CH2:19][CH3:20])[S:18][C:5]=2[N:4]2[C:21]([CH:24]3[CH2:29][CH2:28][CH2:27][CH2:26][CH2:25]3)=[N:22][N:23]=[C:3]2[CH:2]([NH:1][C:39]([NH:38][C:35]2[CH:36]=[CH:37][C:32]([O:31][CH3:30])=[CH:33][CH:34]=2)=[O:40])[N:8]=1. Reported procedure: 6-Amino-4-(2-chlorophenyl)-9-cyclohexyl-2-ethyl-6H-thieno[3,2-f][1,2,4]triazolo[4,3-a][1,4]diazepine (0.6 g) was dissolved in chloroform (15 ml) and 4-methoxyphenyl isocyanate (0.2 ml) was added thereto. The mixture was stirred for 30 minutes. The reaction mixture was purified by silica gel column chromatography and crystals obtained were recrystallized from methanol to give 0.49 g of N-(4-(2-chlorophenyl)-9-cyclohexyl-2-ethyl-6H-thieno[3,2-f][1,2,4]triazolo[4,3-a][1,4]diazepin-6-yl)-N'-(4-metho... Yields the product desired product, C(#N)C1=CC=C(N1C)CC(=O)O (5-cyano-1-methylpyrrole-2-acetic acid). Solvent: O1CCOCC1 (dioxane), CO (methanol). Procedure: N-Methylpyrrole (1.62 g, 20.0 mmol) and chloral (3.20 g, 21.7 mmol) were reacted in dioxane (5 ml) to afford the adduct. A solution of potassium cyanide (5.70 g, 88 mmol) and potassium carbonate (2.80 g, 20 mmol) dissolved in methanol (150 ml) was added to the adduct and the mixture was stirred for 4 days. Then sodium hydroxide (3.0 g, 75 mmol) was added portion-wise to the mixture for the next 3 days. The reaction mixture was worked-up in the same manner as described in Example 3 above to affor... Starting materials: CN1C=CC=C1 (N-Methylpyrrole), O=CC(Cl)(Cl)Cl (chloral), [C-]#N.[K+] (potassium cyanide), C([O-])([O-])=O.[K+].[K+] (potassium carbonate), [OH-].[Na+] (sodium hydroxide). The yield is 45.7%. Reaction SMILES: [CH3:1][N:2]1[CH:6]=[CH:5][CH:4]=[CH:3]1.[O:7]=[CH:8][C:9](Cl)(Cl)Cl.[C-:13]#[N:14].[K+].C(=O)([O-])[O-].[K+].[K+].[OH-:22].[Na+]>O1CCOCC1.CO>[C:13]([C:6]1[N:2]([CH3:1])[C:3]([CH2:9][C:8]([OH:22])=[O:7])=[CH:4][CH:5]=1)#[N:14] |f:2.3,4.5.6,7.8|. Conditions: time 4 day. Reactants: OH, CC=1C(=NC=C(C1OC)C)C#N (3,5-dimethyl-4-methoxy-2-cyanopyridine), CC=1C(=NC=C(C1OC)C)CN (3,5-dimethyl-4-methoxy-2-aminomethylpyridine). Product: CC=1C(=NC=C(C1OC)C)CO (3,5-dimethyl-4-methoxy-2-hydroxymethylpyridine). RXN SMILES: [CH3:1][C:2]1[C:3]([C:11]#N)=[N:4][CH:5]=[C:6]([CH3:10])[C:7]=1[O:8][CH3:9].CC1C(CN)=NC=C(C)C=1[O:20]C>>[CH3:1][C:2]1[C:3]([CH2:11][OH:20])=[N:4][CH:5]=[C:6]([CH3:10])[C:7]=1[O:8][CH3:9]. Procedure: A process for the preparation of compounds of formula I ##STR1## in which X is the radical OH or Cl, by the catalytic hydrogenation of 3,5-dimethyl-4-methoxy-2-cyanopyridine, subsequent reaction of the resulting 3,5-dimethyl-4-methoxy-2-aminomethylpyridine to give 3,5-dimethyl-4-methoxy-2-hydroxymethylpyridine and, if desired, chlorination to give 3,5-dimethyl-4-methoxy-2-chloromethylpyridine, and the novel intermediate 3,5-dimethyl-4-methoxy-2-aminomethylpyridine. The reactants are O=C([O-])O, CC(=O)[O-], CC(=O)O, O=C(Cl)CCl, COC(=O)c1ccc2c(C3CCCCC3)c(-c3cc(F)ccc3N)[nH]c2c1, [Na+], [Na+], C1CCOC1. The product is COC(=O)c1ccc2c(C3CCCCC3)c(-c3cc(F)ccc3NC(=O)CCl)[nH]c2c1. Reaction SMILES: [C:42](=[O:43])([O-:44])[OH:45].[CH3:29][C:30](=[O:31])[O-:32].[CH3:33][C:34](=[O:35])[OH:36].[Cl:37][CH2:38][C:39](=[O:40])[Cl:41].[NH2:1][c:2]1[c:3](-[c:9]2[nH:10][c:11]3[cH:12][c:13]([C:24](=[O:25])[O:26][CH3:27])[cH:14][cH:15][c:16]3[c:17]2[CH:18]2[CH2:19][CH2:20][CH2:21][CH2:22][CH2:23]2)[cH:4][c:5]([F:8])[cH:6][cH:7]1.[Na+:28].[Na+:46].[O:47]1[CH2:48][CH2:49][CH2:50][CH2:51]1>>[NH:1]([c:2]1[c:3](-[c:9]2[nH:10][c:11]3[cH:12][c:13]([C:24](=[O:25])[O:26][CH3:27])[cH:14][cH:15][c:16]3[c:17]2[CH:18]2[CH2:19][CH2:20][CH2:21][CH2:22][CH2:23]2)[cH:4][c:5]([F:8])[cH:6][cH:7]1)[C:39]([CH2:38][Cl:37])=[O:40].